Dataset: the Open Reaction Database (ORD), a public repository of structured organic reaction records. Task: describe an organic reaction: reactants, conditions, products, and yield Starting materials: C1(CC1)C(C#C)OC=1C=C(C=O)C=C(C1OC)OC ((RS)-3-(1-cyclopropyl-prop-2-ynyloxy)-4,5-dimethoxy-benzaldehyde). Run in C(C)N(C1=CC=CC=C1)CC (N,N-diethyl-aniline). Conditions: temperature 200 celsius, time 1 hour. Yields the product C1(CC1)C1OC=2C(C=C1)=C(C=C(C2OC)OC)C=O ((RS)-2-Cyclopropyl-7,8-dimethoxy-2H-1-benzopyran-5-carbaldehyde). As a reaction SMILES: [CH:1]1([CH:4]([O:7][C:8]2[CH:9]=[C:10]([CH:13]=[C:14]([O:18][CH3:19])[C:15]=2[O:16][CH3:17])[CH:11]=[O:12])[C:5]#[CH:6])[CH2:3][CH2:2]1>C(N(CC)C1C=CC=CC=1)C>[CH:1]1([CH:4]2[CH:5]=[CH:6][C:9]3=[C:10]([CH:11]=[O:12])[CH:13]=[C:14]([O:18][CH3:19])[C:15]([O:16][CH3:17])=[C:8]3[O:7]2)[CH2:3][CH2:2]1. Reported procedure: 2.4 g of (RS)-3-(1-cyclopropyl-prop-2-ynyloxy)-4,5-dimethoxy-benzaldehyde were dissolved in 20 ml of N,N-diethyl-aniline, heated to 200° C. under argon and stirred at 200° C. for a further 1 hr. The solvent was distilled off at 90° C./1 mbar and the residue was extracted: 2×100 ml of diethyl ether, 2×100 ml of 1N HCl, 2×100 ml of saturated NaCl. The crude product was purified by two-fold silica gel chromatography with dichloromethane and, respectively, ethyl acetate/hexane 5:1. (RS)-2-Cyclopropy... Starting materials: CN(C)C(=O)Sc1cc(CC(=O)O)cc(C(F)(F)F)c1, CO, Cl, [Na+], [OH-]. Yields the product O=C(O)Cc1cc(S)cc(C(F)(F)F)c1. As a reaction SMILES: [CH3:1][N:2]([CH3:3])[C:4]([S:5][c:6]1[cH:7][c:8]([CH2:16][C:17](=[O:18])[OH:19])[cH:9][c:10]([C:12]([F:13])([F:14])[F:15])[cH:11]1)=[O:20].[CH3:23][OH:24].[ClH:25].[Na+:22].[OH-:21]>>[SH:5][c:6]1[cH:7][c:8]([CH2:16][C:17](=[O:18])[OH:19])[cH:9][c:10]([C:12]([F:13])([F:14])[F:15])[cH:11]1. Reactants: BrC1=NN(C(=C1C=O)Br)C(C)OCC (3,5-dibromo-1-(1-ethoxyethyl)-1H-pyrazole-4-carboxaldehyde), C([O-])([O-])=O.[Na+].[Na+] (sodium carbonate), SCC(=O)OCC (ethyl 2-mercaptoacetate). Run in C(C)O (ethanol). Yields the product BrC=1C2=C(N(N1)C(C)OCC)SC(=C2)C(=O)OCC (ethyl 3-bromo-1-(1-ethoxyethyl)-1H-thieno[2,3-c]pyrazole-5-carboxylate). The yield is 88.4%. RXN SMILES: [Br:1][C:2]1[C:6]([CH:7]=O)=[C:5](Br)[N:4]([CH:10]([O:12][CH2:13][CH3:14])[CH3:11])[N:3]=1.C(=O)([O-])[O-].[Na+].[Na+].[SH:21][CH2:22][C:23]([O:25][CH2:26][CH3:27])=[O:24]>C(O)C>[Br:1][C:2]1[C:6]2[CH:7]=[C:22]([C:23]([O:25][CH2:26][CH3:27])=[O:24])[S:21][C:5]=2[N:4]([CH:10]([O:12][CH2:13][CH3:14])[CH3:11])[N:3]=1 |f:1.2.3|. Procedure details: 1.19 g (3.81 mmol) of 3,5-dibromo-1-(1-ethoxyethyl)-1H-pyrazole-4-carboxaldehyde are introduced with stirring into 50 mL of ethanol under an argon atmosphere at a temperature in the region of 20° C., followed by addition of 0.4 g (3.81 mmol) of sodium carbonate and 0.42 mL (3.81 mmol) of ethyl 2-mercaptoacetate. The reaction mixture is then refluxed for 2 hours, and then concentrated to dryness under reduced pressure (2.7 kPa). The residue is taken up in 60 mL of water and 60 mL of dichlorometha... Reactants: CNC(=O)N1C(=O)C(=O)C2=CC=CC=C12 (1-Methylcarbamoylisatin), C1CCC2=NCCCN2CC1 (1,8-diazabicyclo[5.4.0]-7-undecene), NC(=O)N (urea). Yields the product CN1C(NC2=CC=CC=C2C1(C(=O)NC(=O)N)O)=O (3-methyl-4-hydroxy-4-ureidocarbonyl-2-oxo-1,2,3,4-tetrahydroquinazoline). Reported procedure: 1-Methylcarbamoylisatin (10.2 g) and 1,8-diazabicyclo[5.4.0]-7-undecene (0.3 g) are dissolved in tetrahydrofuran (100 ml), and thereto is added urea (4.5 g), and the mixture is refluxed for 10 hours. After cooling, the precipitates are taken by filtration, washed with water and methanol and recrystallized from a mixture of dimethylsulfoxide and ethanol to give 3-methyl-4-hydroxy-4-ureidocarbonyl-2-oxo-1,2,3,4-tetrahydroquinazoline, M.p.>280° C., As a reaction SMILES: [CH3:1][NH:2][C:3]([N:5]1[C:15]2[C:10](=[CH:11][CH:12]=[CH:13][CH:14]=2)[C:8](=[O:9])[C:6]1=[O:7])=[O:4].C1CCN2C(=NCCC2)CC1.[NH2:27][C:28]([NH2:30])=[O:29]>O1CCCC1>[CH3:1][N:2]1[C:8]([OH:9])([C:6]([NH:27][C:28]([NH2:30])=[O:29])=[O:7])[C:10]2[C:15](=[CH:14][CH:13]=[CH:12][CH:11]=2)[NH:5][C:3]1=[O:4]. Solvent: O1CCCC1 (tetrahydrofuran). Starting materials: ClC=1N=C(C2=C(N1)C(=NN2CCOCC)CC)NC2=NC=CC(=C2)C (N-[5-chloro-1-(2-ethoxyethyl)-3-ethyl-1H-pyrazolo[4,3-d]pyrimidin-7-yl]-4-methylpyridin-2-ylamine), C([O-])([O-])=O.[K+].[K+] (potassium carbonate), C([O-])([O-])=O.[Na+].[Na+] (sodium carbonate), N1CCC(C(=O)O)CC1 (isonipecotic acid), C([O-])([O-])=O.[Cs+].[Cs+] (cesium carbonate). The solvent is CS(=O)C (DMSO), CN(C=O)C (N,N-dimethylformamide), O (water). Reaction conditions: temperature 112.5 celsius, time 1 hour. Yields the product C(C)OCCN1N=C(C=2N=C(N=C(C21)NC2=NC=CC(=C2)C)N2CCC(CC2)C(=O)O)CC (1-(1-(2-ethoxyethyl)-3-ethyl-7-(4-methylpyridin-2-ylamino)-1H-pyrazolo[4,3-d]pyrimidin-5-yl)piperidine-4-carboxylic acid). As a reaction SMILES: Cl[C:2]1[N:3]=[C:4]([NH:18][C:19]2[CH:24]=[C:23]([CH3:25])[CH:22]=[CH:21][N:20]=2)[C:5]2[N:10]([CH2:11][CH2:12][O:13][CH2:14][CH3:15])[N:9]=[C:8]([CH2:16][CH3:17])[C:6]=2[N:7]=1.[NH:26]1[CH2:34][CH2:33][CH:29]([C:30]([OH:32])=[O:31])[CH2:28][CH2:27]1.C(=O)([O-])[O-].[Cs+].[Cs+].C(=O)([O-])[O-].[Na+].[Na+].C(=O)([O-])[O-].[K+].[K+]>O.CN(C)C=O.CS(C)=O>[CH2:14]([O:13][CH2:12][CH2:11][N:10]1[C:5]2[C:4]([NH:18][C:19]3[CH:24]=[C:23]([CH3:25])[CH:22]=[CH:21][N:20]=3)=[N:3][C:2]([N:26]3[CH2:34][CH2:33][CH:29]([C:30]([OH:32])=[O:31])[CH2:28][CH2:27]3)=[N:7][C:6]=2[C:8]([CH2:16][CH3:17])=[N:9]1)[CH3:15] |f:2.3.4,5.6.7,8.9.10|. Procedure details: Alternatively, a mixture of N-[5-chloro-1-(2-ethoxyethyl)-3-ethyl-1H-pyrazolo[4,3-d]pyrimidin-7-yl]-4-methylpyridin-2-ylamine from step 5 can be combined with isonipecotic acid (between 1 to 10 equivalents) and a base and heated between 100-125° C. in a solvent until the reaction is complete. Suitable bases include cesium carbonate, sodium carbonate and potassium carbonate. Suitable solvents include DMSO and N,N-dimethylformamide. Upon cooling, water can be added and the basic solution extracted...